This data is from the Open Reaction Database (ORD), a public repository of structured organic reaction records. The task is: describe an organic reaction: reactants, conditions, products, and yield Reactants: BrC1=CC=C(C(=N1)C)C(=O)N1CCN(CC1)C1=NC=C(C=C1C)C1CC1 ((6-bromo-2-methylpyridin-3-yl)[4-(5-cyclopropyl-3-methylpyridin-2-yl)piperazin-1-yl]methanone), CC1CCC(N1)=O (5-methylpyrrolidin-2-one). Product: C1(CC1)C=1C=C(C(=NC1)N1CCN(CC1)C(=O)C=1C=CC(=NC1C)N1C(CCC1C)=O)C (1-{5-[4-(5-cyclopropyl-3-methylpyridin-2-yl)piperazine-1-carbonyl]-6-methylpyridin-2-yl}-5-methylpyrrolidin-2-one). Yield: 88.1%. RXN SMILES: Br[C:2]1[N:7]=[C:6]([CH3:8])[C:5]([C:9]([N:11]2[CH2:16][CH2:15][N:14]([C:17]3[C:22]([CH3:23])=[CH:21][C:20]([CH:24]4[CH2:26][CH2:25]4)=[CH:19][N:18]=3)[CH2:13][CH2:12]2)=[O:10])=[CH:4][CH:3]=1.[CH3:27][CH:28]1[NH:32][C:31](=[O:33])[CH2:30][CH2:29]1>>[CH:24]1([C:20]2[CH:21]=[C:22]([CH3:23])[C:17]([N:14]3[CH2:15][CH2:16][N:11]([C:9]([C:5]4[CH:4]=[CH:3][C:2]([N:32]5[CH:28]([CH3:27])[CH2:29][CH2:30][C:31]5=[O:33])=[N:7][C:6]=4[CH3:8])=[O:10])[CH2:12][CH2:13]3)=[N:18][CH:19]=2)[CH2:26][CH2:25]1. Procedure: Using (6-bromo-2-methylpyridin-3-yl)[4-(5-cyclopropyl-3-methylpyridin-2-yl)piperazin-1-yl]methanone (150 mg) described in Preparation Example 249 and 5-methylpyrrolidin-2-one (54 mg) and by the reaction and treatment in the same manner as in Example 262, the title compound (138 mg) was obtained. Starting materials: CSCc1cc(F)cc2c(C(CCO)c3ccc(Cl)cc3)c[nH]c12, ClCCl, O=C(OO)c1cccc(Cl)c1. Yields the product CS(=O)Cc1cc(F)cc2c(C(CCO)c3ccc(Cl)cc3)c[nH]c12. RXN SMILES: [Cl:1][c:2]1[cH:3][cH:4][c:5]([CH:8]([CH2:9][CH2:10][OH:11])[c:12]2[cH:13][nH:14][c:15]3[c:16]([CH2:22][S:23][CH3:24])[cH:17][c:18]([F:21])[cH:19][c:20]23)[cH:6][cH:7]1.[Cl:36][CH2:37][Cl:38].[OH:25][O:26][C:27]([c:28]1[cH:29][c:30]([Cl:31])[cH:32][cH:33][cH:34]1)=[O:35]>>[Cl:1][c:2]1[cH:3][cH:4][c:5]([CH:8]([CH2:9][CH2:10][OH:11])[c:12]2[cH:13][nH:14][c:15]3[c:16]([CH2:22][S:23]([CH3:24])=[O:25])[cH:17][c:18]([F:21])[cH:19][c:20]23)[cH:6][cH:7]1. Reactants: P(O)(O)O (phosphorous acid), [OH-].[Na+] (sodium hydroxide), Cl.CN(CCCNC(OCCC)=O)C (Propyl 3-(dimethyiamino)propylcarbamate hydrochloride). Solvent: O (water). Reaction conditions: time 30 minute. The product is P([O-])([O-])[O-].C[NH+](CCCNC(=O)OCCC)C.C[NH+](C)CCCNC(=O)OCCC.C[NH+](C)CCCNC(=O)OCCC (dimethyl-[3-(propoxycarbonylamino)propyl]ammonium phosphite). Reaction SMILES: [P:1]([OH:4])([OH:3])[OH:2].[OH-].[Na+].Cl.[CH3:8][N:9]([CH3:20])[CH2:10][CH2:11][CH2:12][NH:13][C:14](=[O:19])[O:15][CH2:16][CH2:17][CH3:18]>O>[P:1]([O-:4])([O-:3])[O-:2].[CH3:20][NH+:9]([CH3:8])[CH2:10][CH2:11][CH2:12][NH:13][C:14]([O:15][CH2:16][CH2:17][CH3:18])=[O:19].[CH3:8][NH+:9]([CH2:10][CH2:11][CH2:12][NH:13][C:14]([O:15][CH2:16][CH2:17][CH3:18])=[O:19])[CH3:20].[CH3:8][NH+:9]([CH2:10][CH2:11][CH2:12][NH:13][C:14]([O:15][CH2:16][CH2:17][CH3:18])=[O:19])[CH3:20] |f:1.2,3.4,6.7.8.9|. Procedure: A solution of phosphorous acid (2.87 g in water (50 ml)) was stirred for 1 hour with a solution of sodium hydroxide (2.8 g in water (50 ml)). Propyl 3-(dimethyiamino)propylcarbamate hydrochloride (15.7 g) in water (50 ml) was added and the mixture stirred for 30 min, evaporated to dryness, dichloromethane (450 ml) added and re-evaporated. The residue was dissolved in dichloromethane (150 ml) allowed to stand for 1 hour and the insoluble white solid (sodium chloride) filtered off. The filtrate wa...